Dataset: the Open Reaction Database (ORD), a public repository of structured organic reaction records. Task: describe an organic reaction: reactants, conditions, products, and yield Reactants: ClC1=C(C(=O)O)C=C(C(=C1)F)C1=NN(C(=C1Cl)C(F)(F)F)C (2-chloro-5-(4-chloro-1-methyl-5-(trifluoromethyl)-1H-pyrazol-3-yl)-4-fluorobenzoic acid), C(C(=O)Cl)(=O)Cl (oxalyl chloride), C(Cl)Cl (methylene chloride). Reagents/catalysts: CN(C)C=O (DMF). Conditions: temperature 60 celsius. Product: ClC1=C(C(=O)OC(C)C)C=C(C(=C1)F)C1=NN(C(=C1Cl)C(F)(F)F)C (2-chloro-5-[4-chloro-1-methyl-5-(trifluoromethyl)-1H-pyrazol-3-yl]-4-fluorobenzoic acid, 1-methylethyl ester). The yield is 70.0%. RXN SMILES: [Cl:1][C:2]1[CH:10]=[C:9]([F:11])[C:8]([C:12]2[C:16]([Cl:17])=[C:15]([C:18]([F:21])([F:20])[F:19])[N:14]([CH3:22])[N:13]=2)=[CH:7][C:3]=1[C:4]([OH:6])=[O:5].[C:23](Cl)(=O)[C:24](Cl)=O.[CH2:29](Cl)Cl>CN(C=O)C>[Cl:1][C:2]1[CH:10]=[C:9]([F:11])[C:8]([C:12]2[C:16]([Cl:17])=[C:15]([C:18]([F:20])([F:19])[F:21])[N:14]([CH3:22])[N:13]=2)=[CH:7][C:3]=1[C:4]([O:6][CH:23]([CH3:24])[CH3:29])=[O:5]. Procedure: To a solution of 4.3 g (0.012 mole) 2-chloro-5-(4-chloro-1-methyl-5-(trifluoromethyl)-1H-pyrazol-3-yl)-4-fluorobenzoic acid in 50 mL methylene chloride was added 3.1 mL (0.036 mole) oxalyl chloride causing the evolution of gas. When this evolution ceased, one drop of DMF was added and the solution stirred until the gas evolution ceased. The solution was concentrated in vacuo and the resultant residue dissolved in 25 mL isopropanol and heated to 60° C. for 1 hour. The solution was cooled, poured ... The product is C(#N)C1=CC=C(S1)C=1SC(=CC1)C=1SC=CC1 (5-Cyano-2,2':5',2"-Terthienyl). Reaction SMILES: [CH:1]1[CH:2]=[C:3]([C:6]2[S:10][C:9]([C:11]3[S:15][CH:14]=[CH:13][CH:12]=3)=[CH:8][CH:7]=2)[S:4][CH:5]=1.ClS([N:20]=[C:21]=O)(=O)=O>C(Cl)Cl>[C:21]([C:14]1[S:15][C:11]([C:9]2[S:10][C:6]([C:3]3[S:4][CH:5]=[CH:1][CH:2]=3)=[CH:7][CH:8]=2)=[CH:12][CH:13]=1)#[N:20]. Solvent: C(Cl)Cl (methylene chloride), C(Cl)Cl (methylene chloride). Conditions: time 2 hour. Procedure: To a solution of α-terthienyl(2.46 g, 0.010 m) in methylene chloride (20 ml), was added chlorosulfonyl isocyanate (1.75 ml) in methylene chloride (15 ml). A yellow solid separated almost at once. The reaction mixture was stirred for 2 h and left overnight. Dimethyl formamide (5.0 ml) was added to the ice-cold reaction mixture dropwise. Addition of water (40 ml) precipitated a yellow solid insoluble in methylene chloride. The latter was removed in vacuo and the yellowish green solid was collected... Starting materials: C=1C=C(SC1)C2=CC=C(S2)C3=CC=CS3 (α-terthienyl), ClS(=O)(=O)N=C=O (chlorosulfonyl isocyanate).